Dataset: the Open Reaction Database (ORD), a public repository of structured organic reaction records. Task: describe an organic reaction: reactants, conditions, products, and yield Starting materials: C1=C(C=CC2=CC=CC=C12)OCCOC1=CC=C(S1)C(C(=O)O)=O (5-[2-(2-naphthalenyloxy)ethoxy]-alpha-oxo-2-thiopheneacetic acid), Cl.O(CC)N (ethoxylamine hydrochloride), N1=CC=CC=C1 (pyridine). Run at time 10 day. The product is C(C)OC(/C(/C=1SC(=CC1)OCCOC1=CC2=CC=CC=C2C=C1)=N/OCC)=O ((Z)-alpha-(ethoxyimino)-5-[2-(2-naphthalenyloxy)ethoxy]-2-thiopheneacetic acid ethyl ester). As a reaction SMILES: [CH:1]1[C:10]2[C:5](=[CH:6][CH:7]=[CH:8][CH:9]=2)[CH:4]=[CH:3][C:2]=1[O:11][CH2:12][CH2:13][O:14][C:15]1[S:19][C:18]([C:20](=O)[C:21]([OH:23])=[O:22])=[CH:17][CH:16]=1.Cl.[O:26]([NH2:29])[CH2:27][CH3:28].N1C=CC=[CH:32][CH:31]=1>>[CH2:31]([O:23][C:21](=[O:22])/[C:20](=[N:29]/[O:26][CH2:27][CH3:28])/[C:18]1[S:19][C:15]([O:14][CH2:13][CH2:12][O:11][C:2]2[CH:3]=[CH:4][C:5]3[C:10](=[CH:9][CH:8]=[CH:7][CH:6]=3)[CH:1]=2)=[CH:16][CH:17]=1)[CH3:32] |f:1.2|. Procedure details: As described in example 305, 5-[2-(2-naphthalenyloxy)ethoxy]-alpha-oxo-2-thiopheneacetic acid (0.34 g) was combined with ethoxylamine hydrochloride (0.130 g) in pyridine (5 mL) and stirred for 10 days at room temperature. The rnixmre of isomers, obtained after work up of the reaction in the usual manner, were separated by flash chromatography over silica gel (70 g: dichlorornethane-hexane; 4:1 ). Fractions containing the less polar isomer were evaporated to give 0.151 g of (Z)-alpha-(ethoxyimino... Reactants: CC1=C(C=CC=2C(C3=C(C=CC21)C=C(C=C3)C)C=3C(NC(NC3)=O)=O)C ((±)-5-[1,2,8-Trimethyl-5H-dibenzo[a,d]cyclohepten-5-yl]-2,4(1H,3H)-pyrimidinedione), C(C)OC(=O)C=1OC(=CC1)CBr (5-bromomethyl-2-furancarboxylic acid ethyl ester). Yields the product CC1=C(C=CC=2C(C3=C(C=CC21)C=C(C=C3)C)C=3C(NC(N(C3)CC3=CC=C(O3)C(=O)OCC)=O)=O)C ((±)-5-[[3,4-Dihydro-5-{1,2,8-trimethyl-5H-dibenzo[a,d]cyclohepten-5-yl}-2,4-dioxo-1(2H)-pyrimidinyl]methyl]-2-furancarboxylic acid, ethyl ester). RXN SMILES: [CH3:1][C:2]1[C:12]2[CH:11]=[CH:10][C:9]3[CH:13]=[C:14]([CH3:17])[CH:15]=[CH:16][C:8]=3[CH:7]([C:18]3[C:19](=[O:25])[NH:20][C:21](=[O:24])[NH:22][CH:23]=3)[C:6]=2[CH:5]=[CH:4][C:3]=1[CH3:26].[CH2:27]([O:29][C:30]([C:32]1[O:33][C:34]([CH2:37]Br)=[CH:35][CH:36]=1)=[O:31])[CH3:28]>>[CH3:1][C:2]1[C:12]2[CH:11]=[CH:10][C:9]3[CH:13]=[C:14]([CH3:17])[CH:15]=[CH:16][C:8]=3[CH:7]([C:18]3[C:19](=[O:25])[NH:20][C:21](=[O:24])[N:22]([CH2:37][C:34]4[O:33][C:32]([C:30]([O:29][CH2:27][CH3:28])=[O:31])=[CH:36][CH:35]=4)[CH:23]=3)[C:6]=2[CH:5]=[CH:4][C:3]=1[CH3:26]. Procedure details: The subtitle compound was prepared from the product of step (v) (0.95 g) and 5-bromomethyl-2-furancarboxylic acid ethyl ester (J. Chem. Soc. Perkin Trans. 1, 1981, 1125, Bull. Chem. Soc. Jpn. 1987, 60, 1807)(0.64 g) according to the method of example 1 step (iv). Purification was by chromatography eluting with 20% ethyl acetate in toluene. Yield 1.02 g.